From a dataset of the Open Reaction Database (ORD), a public repository of structured organic reaction records. describe an organic reaction: reactants, conditions, products, and yield Starting materials: Cl (hydrogen chloride), NC=1C(=C(C=C(C1C1=CC(=CC=C1)F)C(=O)OC)Cl)C#C[Si](C)(C)C (methyl 6-amino-4-chloro-3′-fluoro-5-[(trimethylsilyl)ethynyl]biphenyl-2-carboxylate), N(=O)[O-].[Na+] (sodium nitrite), C(C)NCC (diethylamine), C([O-])([O-])=O.[K+].[K+] (potassium carbonate). The solvent is O (water), O (water), C([O-])(O)=O.[Na+] (sodium bicarbonate), O1CCCC1 (tetrahydrofuran), C(C)#N (acetonitrile), O (water), C(C)#N (acetonitrile), O (water), C(C)#N (acetonitrile). Run at temperature -5 celsius, time 30 minute. Product: ClC=1C=C(C(=C(C1C#C[Si](C)(C)C)\N=N\N(CC)CC)C1=CC(=CC=C1)F)C(=O)OC (Methyl 4-chloro-6-[(1E)-3,3-diethyltriaz-1-en-1-yl]-3′-fluoro-5-[(trimethylsilyl)ethynyl]biphenyl-2-carboxylate). Isolated yield 85.4%. RXN SMILES: [NH2:1][C:2]1[C:3]([C:20]#[C:21][Si:22]([CH3:25])([CH3:24])[CH3:23])=[C:4]([Cl:19])[CH:5]=[C:6]([C:15]([O:17][CH3:18])=[O:16])[C:7]=1[C:8]1[CH:13]=[CH:12][CH:11]=[C:10]([F:14])[CH:9]=1.Cl.[N:27]([O-])=O.[Na+].[CH2:31]([NH:33][CH2:34][CH3:35])[CH3:32].C(=O)([O-])[O-].[K+].[K+]>O1CCCC1.C(#N)C.O.C(=O)(O)[O-].[Na+]>[Cl:19][C:4]1[CH:5]=[C:6]([C:15]([O:17][CH3:18])=[O:16])[C:7]([C:8]2[CH:13]=[CH:12][CH:11]=[C:10]([F:14])[CH:9]=2)=[C:2](/[N:1]=[N:27]/[N:33]([CH2:34][CH3:35])[CH2:31][CH3:32])[C:3]=1[C:20]#[C:21][Si:22]([CH3:23])([CH3:25])[CH3:24] |f:2.3,5.6.7,11.12|. Reported procedure: A solution of methyl 6-amino-4-chloro-3′-fluoro-5-[(trimethylsilyl)ethynyl]biphenyl-2-carboxylate (3.2 g, 8.4 mmol) in tetrahydrofuran (8.1 mL), acetonitrile (8.1 mL), and water (9.3 mL) was cooled to −5° C. and treated with 12 M of hydrogen chloride in water (5.6 mL, 68 mmol) dropwise followed by a solution of sodium nitrite (1.2 g, 17 mmol) in water (6.3 mL)/acetonitrile (2.1 mL) and stirred at −5° C. for 30 minutes. This mixture was added to a solution of diethylamine (8.7 mL, 84 mmol) and po... Reactants: [H-].[Na+] (sodium hydride), ClC/C=C/C(=O)N(CCC)CCC (4-chloro-N,N-dipropylcrotonamide), S(C)(=O)(=O)O.NC1=NC(=NC(=C1)Cl)S (4-Amino-6-chloro-2-mercaptopyrimidine mesylate). Solvent: CN(C)C=O (DMF). Conditions: time 8.5 hour. Product: C(CC)N(C(\C=C\CSC1=NC(=CC(=N1)N)Cl)=O)CCC ((E)-N,N-Dipropyl-4-[(4-amino-6-chloro-2-pyrimidinyl)thio]-2-butenamide). As a reaction SMILES: S(O)(=O)(=O)C.[NH2:6][C:7]1[CH:12]=[C:11]([Cl:13])[N:10]=[C:9]([SH:14])[N:8]=1.[H-].[Na+].Cl[CH2:18]/[CH:19]=[CH:20]/[C:21]([N:23]([CH2:27][CH2:28][CH3:29])[CH2:24][CH2:25][CH3:26])=[O:22]>CN(C=O)C>[CH2:27]([N:23]([CH2:24][CH2:25][CH3:26])[C:21](=[O:22])/[CH:20]=[CH:19]/[CH2:18][S:14][C:9]1[N:8]=[C:7]([NH2:6])[CH:12]=[C:11]([Cl:13])[N:10]=1)[CH2:28][CH3:29] |f:0.1,2.3|. Reported procedure: 4-Chlorocrotonyl chloride (1.02 g, 7.35 mmol) in ether (10 ml) is combined with dipropylamine (1.64 g, 16.17 mmol) in ether (5 ml) at -15° C. in a flame dried flask. The reaction is warmed to ambient temperature, stirred for 1 to 2 hours, quenched with water (30 ml), extracted with ethyl acetate (2×30 ml), washed with saline (30 ml), dried over sodium sulfate, concentrated in vacuo, and chromatographed on silica gel (230-400 mesh, 100 ml), eluting with hexane/ethyl acetate (60/40). The appropria... The reactants are C1CCOC1, [Li+], COC(=O)Cc1ccc(Cc2nc3c(-c4cnc5ccccc5c4)cnn3c(N)c2Br)cc1, [OH-]. The product is Nc1c(Br)c(Cc2ccc(CC(=O)O)cc2)nc2c(-c3cnc4ccccc4c3)cnn12. As a reaction SMILES: [CH2:36]1[O:37][CH2:38][CH2:39][CH2:40]1.[Li+:35].[NH2:1][c:2]1[c:3]([Br:33])[c:4]([CH2:21][c:22]2[cH:23][cH:24][c:25]([CH2:28][C:29](=[O:30])[O:31][CH3:32])[cH:26][cH:27]2)[n:5][c:6]2[n:7]1[n:8][cH:9][c:10]2-[c:11]1[cH:12][n:13][c:14]2[cH:15][cH:16][cH:17][cH:18][c:19]2[cH:20]1.[OH-:34]>>[NH2:1][c:2]1[c:3]([Br:33])[c:4]([CH2:21][c:22]2[cH:23][cH:24][c:25]([CH2:28][C:29](=[O:30])[OH:31])[cH:26][cH:27]2)[n:5][c:6]2[n:7]1[n:8][cH:9][c:10]2-[c:11]1[cH:12][n:13][c:14]2[cH:15][cH:16][cH:17][cH:18][c:19]2[cH:20]1.